This data is from the Open Reaction Database (ORD), a public repository of structured organic reaction records. The task is: describe an organic reaction: reactants, conditions, products, and yield The reactants are C(C)(C)(C)OC(N(C)CC1=NC=NC(=C1)OC=1C(=C2C=C(N(C2=CC1)C(NC1=NOC(=C1)C(C)(C)C)=O)C)F)=O ({6-[1-(5-tert-Butyl-isoxazol-3-ylcarbamoyl)-4-fluoro-2-methyl-1H-indol-5-yloxy]-pyrimidin-4-ylmethyl}-methyl-carbamic acid tert-butyl ester), C(=O)(C(F)(F)F)O (TFA). Run in C(Cl)Cl (DCM). Yields the product C(C)(C)(C)C1=CC(=NO1)NC(=O)N1C(=CC2=C(C(=CC=C12)OC1=NC=NC(=C1)CNC)F)C (4-Fluoro-2-methyl-5-(6-methylaminomethyl-pyrimidin-4-yloxy)-indole-1-carboxylic acid (5-tert-butyl-isoxazol-3-yl)-amide). As a reaction SMILES: C(O[C:6](=O)[N:7]([CH2:9][C:10]1[CH:15]=[C:14]([O:16][C:17]2[C:18]([F:39])=[C:19]3[C:23](=[CH:24][CH:25]=2)[N:22]([C:26](=[O:37])[NH:27][C:28]2[CH:32]=[C:31]([C:33]([CH3:36])([CH3:35])[CH3:34])[O:30][N:29]=2)[C:21]([CH3:38])=[CH:20]3)[N:13]=[CH:12][N:11]=1)C)(C)(C)C.C(O)(C(F)(F)F)=O>C(Cl)Cl>[C:33]([C:31]1[O:30][N:29]=[C:28]([NH:27][C:26]([N:22]2[C:23]3[C:19](=[C:18]([F:39])[C:17]([O:16][C:14]4[CH:15]=[C:10]([CH2:9][NH:7][CH3:6])[N:11]=[CH:12][N:13]=4)=[CH:25][CH:24]=3)[CH:20]=[C:21]2[CH3:38])=[O:37])[CH:32]=1)([CH3:36])([CH3:35])[CH3:34]. Procedure details: To a solution of {6-[1-(5-tert-Butyl-isoxazol-3-ylcarbamoyl)-4-fluoro-2-methyl-1H-indol-5-yloxy]-pyrimidin-4-ylmethyl}-methyl-carbamic acid tert-butyl ester (0.25 g, 0.452 mmol) in DCM (10 mL) is added TFA (1.5 mL). After 3 h the solvent is removed by rotary evaporation and the residue is diluted with DCM and water. Concentrated NH4OH is added to neutralize and the aqueous phase is extracted twice with DCM. The organic layers are washed with brine, dried over Na2SO4, and concentrated to give the... Reactants: C1(CCCCC1)CC(=O)O (Cyclohexyl acetic acid), O=S(Cl)Cl (SOCl2). Conditions: time 1.5 hour. The product is C1(CCCCC1)CC(=O)Cl (cyclohexyl acetyl chloride), raw material. As a reaction SMILES: [CH:1]1([CH2:7][C:8]([OH:10])=O)[CH2:6][CH2:5][CH2:4][CH2:3][CH2:2]1.O=S(Cl)[Cl:13]>>[CH:1]1([CH2:7][C:8]([Cl:13])=[O:10])[CH2:6][CH2:5][CH2:4][CH2:3][CH2:2]1. Reported procedure: Cyclohexyl acetic acid (2.5 g; 0.02 moles) was mixed with SOCl2 (3.7 cc; 0.05 moles) and the resulting solution was kept at 80° C. for 1.5 hours. The mixture was concentrated under vacuum and some washings were carried out with anhydrous toluene to remove SOCl2. The mixture was then dried under vacuum and the title product was obtained as a raw material which was used as such in the next step (b). Reactants: [BH4-], COC(=O)C=CC1C(O[Si](C)(C)C(C)(C)C)COC1c1cccnc1, CO, [Na+], Cl[Ni]Cl, O, O, O, O, O, O. Product: COC(=O)CCC1C(O[Si](C)(C)C(C)(C)C)COC1c1cccnc1. As a reaction SMILES: [BH4-:26].[C:1]([CH3:2])([CH3:3])([CH3:4])[Si:5]([O:6][CH:7]1[CH:8]([CH:18]=[CH:19][C:20](=[O:21])[O:22][CH3:23])[CH:9]([c:12]2[cH:13][n:14][cH:15][cH:16][cH:17]2)[O:10][CH2:11]1)([CH3:24])[CH3:25].[CH3:28][OH:29].[Na+:27].[Ni:36]([Cl:37])[Cl:38].[OH2:30].[OH2:31].[OH2:32].[OH2:33].[OH2:34].[OH2:35]>>[C:1]([CH3:2])([CH3:3])([CH3:4])[Si:5]([O:6][CH:7]1[CH:8]([CH2:18][CH2:19][C:20](=[O:21])[O:22][CH3:23])[CH:9]([c:12]2[cH:13][n:14][cH:15][cH:16][cH:17]2)[O:10][CH2:11]1)([CH3:24])[CH3:25].